This data is from the Open Reaction Database (ORD), a public repository of structured organic reaction records. The task is: describe an organic reaction: reactants, conditions, products, and yield The reactants are C(C)[O-].Cl.Cl.NC=1C=C2C(=CNC2=CC1)C1CCN(CC1)C (5-amino-3-(1-methyl-piperidin-4-yl)-1H-indole dihydrochloride ethanolate), C(C)(=O)Cl (acetyl chloride). The product is C(C)(=O)NC=1C=C2C(=CNC2=CC1)C1CCN(CC1)C (5-(acetyl)amino-3-(1-methylpiperidin-4-yl)-1H-indole). Isolated yield 78.3%. As a reaction SMILES: [CH2:1]([O-:3])[CH3:2].Cl.Cl.[NH2:6][C:7]1[CH:8]=[C:9]2[C:13](=[CH:14][CH:15]=1)[NH:12][CH:11]=[C:10]2[CH:16]1[CH2:21][CH2:20][N:19]([CH3:22])[CH2:18][CH2:17]1.C(Cl)(=O)C>>[C:1]([NH:6][C:7]1[CH:8]=[C:9]2[C:13](=[CH:14][CH:15]=1)[NH:12][CH:11]=[C:10]2[CH:16]1[CH2:21][CH2:20][N:19]([CH3:22])[CH2:18][CH2:17]1)(=[O:3])[CH3:2] |f:0.1.2.3|. Procedure details: Beginning with 2.00 gm (5.74 mMol) 5-amino-3-(1-methyl-piperidin-4-yl)-1H-indole dihydrochloride ethanolate and 1.13 gm (25.8 mMol) acetyl chloride, 1.22 gm (78.3%) of the title compound were recovered as a white powder. Starting materials: [H-].[Na+] (Sodium hydride), ClC=1C=C2SC=3C=CC(=CC3NC2=CC1)C#N (7-chloro-2-phenothiazinecarbonitrile), ClC(C(=O)OCC)C (ethyl (2RS)-2-chloropropionate). Run in CN(C=O)C (N,N-dimethylformamide), CN(C=O)C (N,N-dimethylformamide), C(C)(=O)OCC (ethyl acetate). Run at time 2 hour. Product: ClC=1C=C2SC=3C=CC(=CC3N(C2=CC1)C(C(=O)OCC)C)C#N (ethyl (2RS)-2-(7-chloro-2-cyano-10-phenothiazinyl)propionate). As a reaction SMILES: [H-].[Na+].[Cl:3][C:4]1[CH:5]=[C:6]2[C:15](=[CH:16][CH:17]=1)[NH:14][C:13]1[CH:12]=[C:11]([C:18]#[N:19])[CH:10]=[CH:9][C:8]=1[S:7]2.Cl[CH:21]([CH3:27])[C:22]([O:24][CH2:25][CH3:26])=[O:23]>CN(C)C=O.C(OCC)(=O)C>[Cl:3][C:4]1[CH:5]=[C:6]2[C:15](=[CH:16][CH:17]=1)[N:14]([CH:21]([CH3:27])[C:22]([O:24][CH2:25][CH3:26])=[O:23])[C:13]1[CH:12]=[C:11]([C:18]#[N:19])[CH:10]=[CH:9][C:8]=1[S:7]2 |f:0.1|. Procedure details: Sodium hydride (1.85 g; in 50% strength dispersion in vaseline) is added slowly in the course of 10 minutes to a solution of 7-chloro-2-phenothiazinecarbonitrile (10 g) in N,N-dimethylformamide (250 cc). The mixture is then brought to 120° C. and treated in the course of 30 minutes with a solution of ethyl (2RS)-2-chloropropionate (18.5 cc) in N,N-dimethylformamide (100 cc). Heating is continued for 2 hours. After cooling, the mixture is diluted in ethyl acetate (1 liter) and washed with distill... The reactants are CC(C)c1ccc(-c2nc3c(-c4ccccc4)nn(CC(N)=O)c3c(=O)n2-c2ccc(Cl)cc2)cc1, O=P(Cl)(Cl)Cl. Yields the product CC(C)c1ccc(-c2nc3c(-c4ccccc4)nn(CC#N)c3c(=O)n2-c2ccc(Cl)cc2)cc1. Reaction SMILES: [Cl:1][c:2]1[cH:3][cH:4][c:5](-[n:8]2[c:9](-[c:28]3[cH:29][cH:30][c:31]([CH:34]([CH3:35])[CH3:36])[cH:32][cH:33]3)[n:10][c:11]3[c:12]([c:13]2=[O:14])[n:15]([CH2:24][C:25](=[O:26])[NH2:27])[n:16][c:17]3-[c:18]2[cH:19][cH:20][cH:21][cH:22][cH:23]2)[cH:6][cH:7]1.[P:37]([Cl:38])([Cl:39])([Cl:40])=[O:41]>>[Cl:1][c:2]1[cH:3][cH:4][c:5](-[n:8]2[c:9](-[c:28]3[cH:29][cH:30][c:31]([CH:34]([CH3:35])[CH3:36])[cH:32][cH:33]3)[n:10][c:11]3[c:12]([c:13]2=[O:14])[n:15]([CH2:24][C:25]#[N:27])[n:16][c:17]3-[c:18]2[cH:19][cH:20][cH:21][cH:22][cH:23]2)[cH:6][cH:7]1. Starting materials: NCC(O)C1=CC(=CC=C1)Cl (2-amino-1-(3-chlorophenyl)ethanol), C(#N)[BH3-].[Na+] (sodium cyanoborohydride), C(C)OC(=O)C(C(C(=O)OCC)C(=O)OCC)(C(=O)OCC)C1=CC=C(OCC(C)=O)C=C1 (4-[1,1,2,2-tetrakis(ethoxycarbonyl)ethyl]phenoxyacetone), C1=CC=CC=C1 (benzene). Solvent: CO (methanol). The product is C(C)OC(=O)C(C(C(=O)OCC)C(=O)OCC)(C(=O)OCC)C1=CC=C(OCC(C)NCC(O)C2=CC(=CC=C2)Cl)C=C1 (2-{2-[4-(1,1,2,2-Tetrakis(ethoxycarbonyl)ethyl]phenoxy]-1-methylethyl}amino-1-(3-chlorophenyl)ethanol). Reported procedure: Following a procedure similar to that described in Example 6, but using 1 g of 2-amino-1-(3-chlorophenyl)ethanol (prepared as described in Preparation 8), 3 g of 4-[1,1,2,2-tetrakis(ethoxycarbonyl)ethyl]phenoxyacetone (prepared as described in Preparation 22), 100 ml of dry benzene, 50 ml of absolute methanol and 920 mg of sodium cyanoborohydride, and then purifying the reaction product by column chromatography through silica gel, using a 10:1 by volume mixture of ethyl acetate and hexane as the... Reaction SMILES: [NH2:1][CH2:2][CH:3]([C:5]1[CH:10]=[CH:9][CH:8]=[C:7]([Cl:11])[CH:6]=1)[OH:4].[CH2:12]([O:14][C:15]([C:17]([C:34]1[CH:44]=[CH:43][C:37]([O:38][CH2:39][C:40](=O)[CH3:41])=[CH:36][CH:35]=1)([C:29]([O:31][CH2:32][CH3:33])=[O:30])[CH:18]([C:24]([O:26][CH2:27][CH3:28])=[O:25])[C:19]([O:21][CH2:22][CH3:23])=[O:20])=[O:16])[CH3:13].C1C=CC=CC=1.C([BH3-])#N.[Na+]>CO>[CH2:32]([O:31][C:29]([C:17]([C:34]1[CH:44]=[CH:43][C:37]([O:38][CH2:39][CH:40]([NH:1][CH2:2][CH:3]([C:5]2[CH:10]=[CH:9][CH:8]=[C:7]([Cl:11])[CH:6]=2)[OH:4])[CH3:41])=[CH:36][CH:35]=1)([C:15]([O:14][CH2:12][CH3:13])=[O:16])[CH:18]([C:19]([O:21][CH2:22][CH3:23])=[O:20])[C:24]([O:26][CH2:27][CH3:28])=[O:25])=[O:30])[CH3:33] |f:3.4|. The yield is 11.0%. The reactants are Cl (HCl), COC([C@H](C(CC(F)(F)F)CC(F)(F)F)N)=O ((2S)-2-amino-5,5,5-trifluoro-3-(2,2,2-trifluoroethyl)pentanoic acid methyl ester), N1=CC=CC=C1 (pyridine), ClC1=CC=C(C=C1)S(=O)(=O)Cl (4-chlorobenzenesulfonyl chloride). Solvent: ClCCl (dichloromethane), C(Cl)Cl (CH2Cl2), C(Cl)Cl (CH2Cl2). Conditions: temperature 25 celsius, time 4 hour. The product is COC([C@H](C(CC(F)(F)F)CC(F)(F)F)NS(=O)(=O)C1=CC=C(C=C1)Cl)=O ((2S)-2-(4-Chloro-benzenesulfonylamino)-5,5,5-trifluoro-3-(2,2,2-trifluoro-ethyl)-pentanoic acid methyl ester). The yield is 84.4%. RXN SMILES: [CH3:1][O:2][C:3](=[O:17])[C@@H:4]([NH2:16])[CH:5]([CH2:11][C:12]([F:15])([F:14])[F:13])[CH2:6][C:7]([F:10])([F:9])[F:8].N1C=CC=CC=1.[Cl:24][C:25]1[CH:30]=[CH:29][C:28]([S:31](Cl)(=[O:33])=[O:32])=[CH:27][CH:26]=1.Cl>C(Cl)Cl>[CH3:1][O:2][C:3](=[O:17])[C@@H:4]([NH:16][S:31]([C:28]1[CH:29]=[CH:30][C:25]([Cl:24])=[CH:26][CH:27]=1)(=[O:33])=[O:32])[CH:5]([CH2:6][C:7]([F:9])([F:10])[F:8])[CH2:11][C:12]([F:15])([F:14])[F:13]. Reported procedure: To a solution of (2S)-2-amino-5,5,5-trifluoro-3-(2,2,2-trifluoroethyl)pentanoic acid methyl ester (2.173 g, 8.14 mmol) and pyridine (1.97 mL, 24.4 mmol) in CH2Cl2 (15 mL) was added a solution of 4-chlorobenzenesulfonyl chloride (2.66 g, 12.2 mmol, 97% pure) in CH2Cl2 (7 mL). The reaction mixture was stirred at 25° C. for 4 h, then cooled to 0° C. 15 mL of 1N HCl was added followed by 10 mL of dichloromethane. The phases were separated. The organic phase was washed with 1N HCl (15 mL) and brine, ...